Dataset: the Open Reaction Database (ORD), a public repository of structured organic reaction records. Task: describe an organic reaction: reactants, conditions, products, and yield The reactants are C1(=CC=CC=C1)OC(NC1=CC=C(C=C1)C1=NC(=NC(=C1)C1=C(C=CC(=C1)F)S(=O)(=O)C)N1[C@H](COCC1)C)=O ((S)-phenyl(4-(6-(5-fluoro-2-(methylsulfonyl)phenyl)-2-(3-methylmorpholino)pyrimidin-4-yl)phenyl)carbamate), NC1(CCC1)CO ((1-aminocyclobutyl)methanol). The product is FC=1C=CC(=C(C1)C1=CC(=NC(=N1)N1[C@H](COCC1)C)C1=CC=C(C=C1)NC(=O)NC1(CCC1)CO)S(=O)(=O)C ((S)-1-(4-(6-(5-fluoro-2-(methylsulfonyl)phenyl)-2-(3-methylmorpholino)pyrimidin-4-yl)phenyl)-3-(1-(hydroxymethyl)cyclobutyl)urea). Reaction SMILES: C1(O[C:8](=[O:40])[NH:9][C:10]2[CH:15]=[CH:14][C:13]([C:16]3[CH:21]=[C:20]([C:22]4[CH:27]=[C:26]([F:28])[CH:25]=[CH:24][C:23]=4[S:29]([CH3:32])(=[O:31])=[O:30])[N:19]=[C:18]([N:33]4[CH2:38][CH2:37][O:36][CH2:35][C@@H:34]4[CH3:39])[N:17]=3)=[CH:12][CH:11]=2)C=CC=CC=1.[NH2:41][C:42]1([CH2:46][OH:47])[CH2:45][CH2:44][CH2:43]1>>[F:28][C:26]1[CH:25]=[CH:24][C:23]([S:29]([CH3:32])(=[O:30])=[O:31])=[C:22]([C:20]2[N:19]=[C:18]([N:33]3[CH2:38][CH2:37][O:36][CH2:35][C@@H:34]3[CH3:39])[N:17]=[C:16]([C:13]3[CH:14]=[CH:15][C:10]([NH:9][C:8]([NH:41][C:42]4([CH2:46][OH:47])[CH2:45][CH2:44][CH2:43]4)=[O:40])=[CH:11][CH:12]=3)[CH:21]=2)[CH:27]=1. Reported procedure: Method as described for example 58 using intermediate 32 (100 mg, 0.18 mmol) and (1-aminocyclobutyl)methanol (27 mg, 0.267 mmol). The reaction mixture was purified by prep HPLC at low pH to afford the title compound. (54 mg, 53%)